describe an organic reaction: reactants, conditions, products, and yield From a dataset of the Open Reaction Database (ORD), a public repository of structured organic reaction records. Starting materials: C[Si](N[Si](C)(C)C)(C)C (hexamethyldisilazane), NC(=O)N (urea), S1(=O)(=O)NC(=O)C2=CC=CC=C12 (saccharin), N (ammonia), Cl (HCl). Solvent: C(C)(=O)OCC (ethyl acetate). The product is 8.06, C[Si](NC(=O)N[Si](C)(C)C)(C)C (N,N'-bis-(trimethylsilyl)-urea). Isolated yield 99.0%. Reaction SMILES: C[Si](C)(C)[NH:3][Si:4]([CH3:7])([CH3:6])[CH3:5].[NH2:10][C:11](N)=[O:12].S1(C2C(=CC=CC=2)C(=O)N1)(=O)=O.N.Cl>C(OCC)(=O)C>[CH3:5][Si:4]([CH3:7])([CH3:6])[NH:10][C:11]([NH:3][Si:4]([CH3:5])([CH3:6])[CH3:7])=[O:12]. Procedure: 10 ml of hexamethyldisilazane (48 mmoles) were added to 2.4 g (40 mmoles) of urea and 73 mg (0.4 mmole) of saccharin in 15 ml of refluxing ethyl acetate and evolution of ammonia started immediately and was completed after refluxing for 20 minutes established by titration with 1 N HCl. The volatile material was evaporated under vacuum and the residue was vacuum dried to obtain 8.06 (99%) of N,N'-bis-(trimethylsilyl)-urea melting at 219°-222° C. Without the addition of saccharin as a catalyst, evo... Reported procedure: A mixture of 2.7 g. of sodium methylate, 3.65 g. of β-anilino-propionitrile and 4.2 g. of 2',6'-dimethoxy-4'-formyl-formanilide in 30 ml. of absolute dimethylsulfoxide was stirred at 50° C. for 30 minutes. The solution was poured into 500 ml. of water and the resulting emulsion extracted with two 500 ml. portions of ethyl acetate. The ethyl acetate extract was washed with two 300 ml. portions of water, dried over magnesium sulfate and evaporated under vacuum. The residue was recrystallized from ... RXN SMILES: C[O-].[Na+].[NH:4]([CH2:11][CH2:12][C:13]#[N:14])[C:5]1[CH:10]=[CH:9][CH:8]=[CH:7][CH:6]=1.[CH3:15][O:16][C:17]1[CH:25]=[C:24]([CH:26]=O)[CH:23]=[C:22]([O:28][CH3:29])[C:18]=1[NH:19][CH:20]=[O:21]>CS(C)=O>[NH:4]([CH:11]=[C:12]([C:13]#[N:14])[CH2:26][C:24]1[CH:23]=[C:22]([O:28][CH3:29])[C:18]([NH:19][CH:20]=[O:21])=[C:17]([O:16][CH3:15])[CH:25]=1)[C:5]1[CH:10]=[CH:9][CH:8]=[CH:7][CH:6]=1 |f:0.1|. Run in CS(=O)C (dimethylsulfoxide). Starting materials: C[O-].[Na+] (sodium methylate), N(C1=CC=CC=C1)CCC#N (β-anilino-propionitrile), COC1=C(NC=O)C(=CC(=C1)C=O)OC (2',6'-dimethoxy-4'-formyl-formanilide). Product: N(C1=CC=CC=C1)C=C(CC1=CC(=C(NC=O)C(=C1)OC)OC)C#N (4'-(3-anilino-2-cyano-allyl)-2',6'-dimethoxy-formanilide). The reactants are OC1=C(C=CC=C1)C1=CC=CC(=N1)N1N=CC(=C1C(F)(F)F)C(=O)OCC (Ethyl 1-[6-(2-hydroxylphenyl)pyridine-2-yl]-5-trifluoromethyl-1H-pyrazole-4-carboxylate), O1CCOC12CCC(CC2)C2=CC=C(C=C2)CO ([4-(1,4-Dioxaspiro[4.5]dec-8-yl)phenyl]methanol), C1(=CC=CC=C1)P(C1=CC=CC=C1)C1=CC=CC=C1 (triphenylphosphine), N(=NC(=O)OC(C)C)C(=O)OC(C)C (diisopropyl azodicarboxylate). Run in C(Cl)Cl (DCM). Run at time 5 hour. Yields the product O1CCOC12CCC(CC2)C2=CC=C(COC1=C(C=CC=C1)C1=CC=CC(=N1)N1N=CC(=C1C(F)(F)F)C(=O)OCC)C=C2 (Ethyl 1-[6-(2-{[4-(1,4-dioxaspiro[4.5]dec-8-yl)benzyl]oxy}phenyl)pyridin-2-yl]-5-(trifluoromethyl)-1H-pyrazole-4-carboxylate). RXN SMILES: [OH:1][C:2]1[CH:7]=[CH:6][CH:5]=[CH:4][C:3]=1[C:8]1[N:13]=[C:12]([N:14]2[C:18]([C:19]([F:22])([F:21])[F:20])=[C:17]([C:23]([O:25][CH2:26][CH3:27])=[O:24])[CH:16]=[N:15]2)[CH:11]=[CH:10][CH:9]=1.[O:28]1[C:32]2([CH2:37][CH2:36][CH:35]([C:38]3[CH:43]=[CH:42][C:41]([CH2:44]O)=[CH:40][CH:39]=3)[CH2:34][CH2:33]2)[O:31][CH2:30][CH2:29]1.C1(P(C2C=CC=CC=2)C2C=CC=CC=2)C=CC=CC=1.N(C(OC(C)C)=O)=NC(OC(C)C)=O>C(Cl)Cl>[O:28]1[C:32]2([CH2:33][CH2:34][CH:35]([C:38]3[CH:43]=[CH:42][C:41]([CH2:44][O:1][C:2]4[CH:7]=[CH:6][CH:5]=[CH:4][C:3]=4[C:8]4[N:13]=[C:12]([N:14]5[C:18]([C:19]([F:22])([F:21])[F:20])=[C:17]([C:23]([O:25][CH2:26][CH3:27])=[O:24])[CH:16]=[N:15]5)[CH:11]=[CH:10][CH:9]=4)=[CH:40][CH:39]=3)[CH2:36][CH2:37]2)[O:31][CH2:30][CH2:29]1. Procedure: To a solution of the title compound from Example 1 Step B (251 mg, 0.67 mmol), the title compound from Example 10 Step C (248 mg, 1.00 mmol), and triphenylphosphine (349 mg, 1.33 mmol) in DCM (3 mL) was added diisopropyl azodicarboxylate (0.259 mL, 1.33 mmol). The resulting mixture was stirred at ambient temperature. After 5 h, the reaction mixture was concentrated in vacuo. Purification by flash chromatography on silica gel (0 to 25% EtOAc in hexanes then 25 to 100% EtOAc in hexanes) provided t... The reactants are [Cl-].C1(=CC=CC=C1)[P+](COC)(C1=CC=CC=C1)C1=CC=CC=C1 (triphenyl(methoxymethyl)phosphonium chloride), C(#N)C1CCC(CC1)=O (4-cyanocyclohexanone), solid, potassium t-butylate, C(O)([O-])=O.[Na+] (sodium hydrogen carbonate). Solvent: COC(C)(C)C (t-butyl methyl ether), COC(C)(C)C (t-butyl methyl ether). Reaction conditions: temperature 25 celsius, time 30 minute. The product is COC=C1CCC(CC1)C#N (4-(methoxymethylene)cyclohexanecarbonitrile). The yield is 56.7%. As a reaction SMILES: [Cl-].C1([P+](C2C=CC=CC=2)(C2C=CC=CC=2)[CH2:9][O:10][CH3:11])C=CC=CC=1.[C:24]([CH:26]1[CH2:31][CH2:30][C:29](=O)[CH2:28][CH2:27]1)#[N:25].C(=O)([O-])O.[Na+]>COC(C)(C)C>[CH3:9][O:10][CH:11]=[C:29]1[CH2:30][CH2:31][CH:26]([C:24]#[N:25])[CH2:27][CH2:28]1 |f:0.1,3.4|. Procedure details: 9.6 g of triphenyl(methoxymethyl)phosphonium chloride were suspended in 50 ml of t-butyl methyl ether under argon gasification and treated portionwise at -10° C. with 3.39 g of solid potassium t-butylate. After completion of the addition, the mixture was stirred at 0° to 5° C. for a further 30 minutes and then the deep orange, partially heterogeneous mixture was treated dropwise within 10 minutes with a solution of 2.30 g of 4-cyanocyclohexanone in 20 ml of t-butyl methyl ether. In so doing the ... Starting materials: [BH4-], C1CCOC1, COC(=O)C(C)(C)OCc1ccc(OC)cc1, [Li+], O. Yields the product COc1ccc(COC(C)(C)CO)cc1. As a reaction SMILES: [BH4-:1].[CH2:3]1[O:4][CH2:5][CH2:6][CH2:7]1.[CH3:8][O:9][c:10]1[cH:11][cH:12][c:13]([CH2:14][O:15][C:16]([C:17](=[O:18])[O:19][CH3:20])([CH3:21])[CH3:22])[cH:23][cH:24]1.[Li+:2].[OH2:25]>>[CH3:8][O:9][c:10]1[cH:11][cH:12][c:13]([CH2:14][O:15][C:16]([CH2:17][OH:18])([CH3:21])[CH3:22])[cH:23][cH:24]1.